From a dataset of the Open Reaction Database (ORD), a public repository of structured organic reaction records. describe an organic reaction: reactants, conditions, products, and yield Product: ClC1=C(C=C(C=C1)NS(=O)(=O)C1=CC=CC=C1)[N+](=O)[O-] (1-chloro-2-nitro-4-benzenesulfonamido-benzene). As a reaction SMILES: [NH2:1][C:2]1[CH:7]=[CH:6][C:5]([Cl:8])=[C:4]([N+:9]([O-:11])=[O:10])[CH:3]=1.[S:12](Cl)([OH:15])(=O)=[O:13].[CH:17]1[CH:22]=[CH:21][CH:20]=[CH:19][CH:18]=1>N1C=CC=CC=1>[Cl:8][C:5]1[CH:6]=[CH:7][C:2]([NH:1][S:12]([C:17]2[CH:22]=[CH:21][CH:20]=[CH:19][CH:18]=2)(=[O:15])=[O:13])=[CH:3][C:4]=1[N+:9]([O-:11])=[O:10] |f:1.2|. Reported procedure: 172.5 g (1 mol) of 4-amino-1-chloro-2-nitro-benzene are dissolved in 400 ml pyridine with heating. 193 g (1.09 mol) of benzene sulfochloride are slowly added dropwise, followed by heating for 1 hour at 120° C. (bath temperature). Subsequently, the solution is cast onto ice, and the 1-chloro-2-nitro-4-benzene-sulfonamido-benzene is evacuated in a vacuum. The compound is recrystallized from ethanol/water. Reactants: NC1=CC(=C(C=C1)Cl)[N+](=O)[O-] (4-amino-1-chloro-2-nitro-benzene), S(=O)(=O)(O)Cl.C1=CC=CC=C1 (benzene sulfochloride). The solvent is N1=CC=CC=C1 (pyridine). Conditions: temperature 120 celsius.